This data is from the Open Reaction Database (ORD), a public repository of structured organic reaction records. The task is: describe an organic reaction: reactants, conditions, products, and yield Reactants: ClC=1C=C2CCC(C2=CC1OC)(C#N)CC#N (5-chloro-1-(cyanomethyl)-6-methoxy-2,3-dihydro-1H-indene-1-carbonitrile), CC(=O)O (AcOH), O (Water). Run in OS(=O)(=O)O (H2SO4). Conditions: temperature 200 celsius, time 15 minute. Product: ClC=1C=C2CCC3(C(NC(C3)=O)=O)C2=CC1OC (5-chloro-6-methoxy-2,3-dihydrospiro[indene-1,3′-pyrrolidine]-2′,5′-dione). RXN SMILES: [Cl:1][C:2]1[CH:3]=[C:4]2[C:8](=[CH:9][C:10]=1[O:11][CH3:12])[C:7]([CH2:15][C:16]#[N:17])([C:13]#N)[CH2:6][CH2:5]2.[OH2:18].CC(O)=[O:21]>OS(O)(=O)=O>[Cl:1][C:2]1[CH:3]=[C:4]2[C:8](=[CH:9][C:10]=1[O:11][CH3:12])[C:7]1([CH2:15][C:16](=[O:18])[NH:17][C:13]1=[O:21])[CH2:6][CH2:5]2. Procedure details: To a solution of 5-chloro-1-(cyanomethyl)-6-methoxy-2,3-dihydro-1H-indene-1-carbonitrile (Prep17, 520 mg, 2.11 mmol) in AcOH (5.2 ml), H2SO4 (0.364 ml) was added. The mixture was stirred for 15 min at 200° C. Water was added and the mixture extracted with EA twice, solvent was evaporated, dried over Na2SO4, concentrated to give the title compound that was used in the next step without further purification. (540 mg, y=96%). Reactants: C(C)(=O)[O-].[NH4+] (ammonium acetate), C(#N)[BH3-].[Na+] (sodium cyanoborohydride), 3A, C1(=CC=CC=C1)C=C1C(CCCC1)=O (2-(phenylmethylene)cyclohexanone). The solvent is CO (methanol), CO (methanol), CO (methanol). Reaction conditions: temperature 10 celsius, time 19 hour. Yields the product C1(=CC=CC=C1)\C=C/1\C(CCCC1)N ((±)-(E)-2-(phenylmethylene)cyclohexylamine). RXN SMILES: [C:1]1([CH:7]=[C:8]2[CH2:13][CH2:12][CH2:11][CH2:10][C:9]2=O)[CH:6]=[CH:5][CH:4]=[CH:3][CH:2]=1.C([O-])(=O)C.[NH4+].C([BH3-])#[N:21].[Na+]>CO>[C:1]1(/[CH:7]=[C:8]2/[CH:9]([NH2:21])[CH2:10][CH2:11][CH2:12][CH2:13]/2)[CH:6]=[CH:5][CH:4]=[CH:3][CH:2]=1 |f:1.2,3.4|. Procedure: Molecular sieve (size 3A, 2 g) was added to a solution of 2-(phenylmethylene)cyclohexanone (1.86 g, 0.01 mole) in 20 ml of methanol, followed by a solution of ammonium acetate (7.7 g, 0.1 mole) in 20 ml of methanol. The mixture was cooled to about 10° C., and a solution of sodium cyanoborohydride in 20 ml of methanol was added during five minutes. The mixture was stirred at ambient temperature for 19 hours. The mixture was filtered, and the filtrate was cooled and brought to pH 11 by the additio... Procedure details: N-Sodiohexamethyldisilazane (3.40 mL, 2.041 mmol), N,N-dimethylpyridin-4-amine (748 mg, 6.12 mmol), 7-iodo-2H-pyrazolo[4,3-b]pyridine (500 mg, 2.041 mmol), diacetoxycopper (371 mg, 2.041 mmol) and cyclopropylboronic acid (351 mg, 4.08 mmol) were combined in toluene (15 mL) and sparged with air. The mixture was heated at 95° C. overnight. The mixture was then cooled and poured into saturated NH4Cl and extracted with EtOAc (2×). The combined organic layers were dried over Na2SO4 and concentrated t... Starting materials: [Na]N([Si](C)(C)C)[Si](C)(C)C (N-Sodiohexamethyldisilazane), IC=1C=2C(N=CC1)=CNN2 (7-iodo-2H-pyrazolo[4,3-b]pyridine), C1(CC1)B(O)O (cyclopropylboronic acid). The reagents and catalysts are CN(C1=CC=NC=C1)C (N,N-dimethylpyridin-4-amine), C(C)(=O)O[Cu]OC(C)=O (diacetoxycopper). Conditions: temperature 95 celsius. Product: C1(CC1)N1N=C2C(N=CC=C2I)=C1 (2-cyclopropyl-7-iodo-2H-pyrazolo[4,3-b]pyridine). The solvent is C1(=CC=CC=C1)C (toluene). As a reaction SMILES: [Na]N([Si](C)(C)C)[Si](C)(C)C.[I:11][C:12]1[C:13]2[C:14](=[CH:18][NH:19][N:20]=2)[N:15]=[CH:16][CH:17]=1.[CH:21]1(B(O)O)[CH2:23][CH2:22]1>CN(C)C1C=CN=CC=1.C1(C)C=CC=CC=1.C(O[Cu]OC(=O)C)(=O)C>[CH:21]1([N:19]2[CH:18]=[C:14]3[N:15]=[CH:16][CH:17]=[C:12]([I:11])[C:13]3=[N:20]2)[CH2:23][CH2:22]1. Starting materials: N1(N=NN=C1)C1=CC=C(N=N1)CC(=O)OC (methyl 2-(6-(1H-tetrazol-1-yl)pyridazin-3-yl)acetate), [Li+].[OH-] (LiOH). Solvent: C1CCOC1 (THF). Conditions: time 1 hour. Yields the product N1(N=NN=C1)C1=CC=C(N=N1)CC(=O)O (2-(6-(1H-Tetrazol-1-yl)pyridazin-3-yl)acetic Acid). RXN SMILES: [N:1]1([C:6]2[N:11]=[N:10][C:9]([CH2:12][C:13]([O:15]C)=[O:14])=[CH:8][CH:7]=2)[CH:5]=[N:4][N:3]=[N:2]1.[Li+].[OH-]>C1COCC1>[N:1]1([C:6]2[N:11]=[N:10][C:9]([CH2:12][C:13]([OH:15])=[O:14])=[CH:8][CH:7]=2)[CH:5]=[N:4][N:3]=[N:2]1 |f:1.2|. Procedure: To a solution of methyl 2-(6-aminopyridazin-3-yl)acetate (418 mg, 2.50 mmol) in acetic acid (10 mL) was added triethyl orthoformate (0.667 ml, 4.00 mmol), followed by sodium azide (244 mg, 3.75 mmol). The mixture was heated at 80° C. for 1 h. After cooling, the mixture was diluted with water and EtOAc. The layers were separated and the aqueous was extracted with EtOAc (2×) and the combined organics washed with water, brine, dried (sodium sulfate) and concentrated to provide crude methyl 2-(6-(1H... The reactants are C(C)OC1=C(C=C(C=C1)CC(C(=O)OCC)OC(C)C)CCO (ethyl 3-[4-ethoxy-3-(2-hydroxyethyl)phenyl]-2-isopropoxypropanoate), ClC1=CC=C(C=C1)N=C=O (4-chlorophenylisocyanate). The product is ClC1=CC=C(C=C1)NC(=O)OCCC=1C=C(C=CC1OCC)CC(C(=O)O)OC(C)C (3-(3-{2-[(4-Chlorophenyl)carbamoyloxy]ethyl}-4-ethoxyphenyl)-2-isopropoxypropanoic acid). RXN SMILES: [CH2:1]([O:3][C:4]1[CH:9]=[CH:8][C:7]([CH2:10][CH:11]([O:17][CH:18]([CH3:20])[CH3:19])[C:12]([O:14]CC)=[O:13])=[CH:6][C:5]=1[CH2:21][CH2:22][OH:23])[CH3:2].[Cl:24][C:25]1[CH:30]=[CH:29][C:28]([N:31]=[C:32]=[O:33])=[CH:27][CH:26]=1>>[Cl:24][C:25]1[CH:30]=[CH:29][C:28]([NH:31][C:32]([O:23][CH2:22][CH2:21][C:5]2[CH:6]=[C:7]([CH2:10][CH:11]([O:17][CH:18]([CH3:19])[CH3:20])[C:12]([OH:14])=[O:13])[CH:8]=[CH:9][C:4]=2[O:3][CH2:1][CH3:2])=[O:33])=[CH:27][CH:26]=1. Procedure details: Using ethyl 3-[4-ethoxy-3-(2-hydroxyethyl)phenyl]-2-isopropoxypropanoate and 4-chlorophenylisocyanate, the title compound was obtained in the same manner as described in Example 148. Reactants: hydrochloride salt, CC1=CC=C(C=C1)S(=O)(=O)OCC1OC2=C(C1)C=C(C=C2C=2C=NC=CC2)F ((±)-[5-fluoro-7-pyridin-3-yl-2,3-dihydro-1-benzofuran-2-yl]methyl 4-methylbenzenesulfonate), CN (methylamine). Yields the product FC=1C=C(C2=C(CC(O2)CNC)C1)C=1C=NC=CC1 ((±)-[(5-fluoro-7-pyridin-3-yl-2,3-dihydro-1-benzofuran-2-yl)methyl]methylamine). As a reaction SMILES: CC1C=CC(S(O[CH2:12][CH:13]2[CH2:17][C:16]3[CH:18]=[C:19]([F:28])[CH:20]=[C:21]([C:22]4[CH:23]=[N:24][CH:25]=[CH:26][CH:27]=4)[C:15]=3[O:14]2)(=O)=O)=CC=1.[CH3:29][NH2:30]>>[F:28][C:19]1[CH:20]=[C:21]([C:22]2[CH:23]=[N:24][CH:25]=[CH:26][CH:27]=2)[C:15]2[O:14][CH:13]([CH2:12][NH:30][CH3:29])[CH2:17][C:16]=2[CH:18]=1. Procedure details: The title compound was prepared (0.056 g, 34%) following the general procedure of Example 390 as a white solid, hydrochloride salt from (±)-[5-fluoro-7-pyridin-3-yl-2,3-dihydro-1-benzofuran-2-yl]methyl 4-methylbenzenesulfonate (0.20 g, 0.50 mmol) and methylamine (0.155 g, 5.0 mmol). mp 255-257° C. Reactants: C1=CC2=C3C(=CC=C4C5=CC=CC6=CC=CC(C1=C34)=C56)C(=O)OC2=O (perylene-3,4-dicarboxylic anhydride), C1(CCCCCCCCCCC1)N (cyclododecylamine), N1C=NC=C1 (imidazole), C(CCCCC)C(CCCCCC)N1C(=O)C=2C=CC=3C=4C=CC=C5C=CC=C(C6=CC=C(C2C63)C1=O)C54 (N-(1-Hexylheptyl)perylene-3,4-dicarboximide). Solvent: C(Cl)(Cl)Cl (chloroform). The product is C1(CCCCCCCCCCC1)N1C(=O)C=2C=CC=3C=4C=CC=C5C=CC=C(C6=CC=C(C2C63)C1=O)C54 (N-Cyclododecylperylene-3,4-dicarboximide). As a reaction SMILES: C1C2=C3C(C4C5C(=CC=CC2=5)C=CC=4)=CC=C2C(OC(=O)C(=C23)C=1)=O.C1(N)CCCCCCCCCCC1.N1C=CN=C1.[CH2:44]([CH:50]([N:57]1[C:79](=[O:80])[C:76]2[C:77]3[C:78]4[C:73](=[CH:74][CH:75]=2)[C:72]2[C:81]5[C:68]([CH:69]=[CH:70][CH:71]=2)=[CH:67][CH:66]=[CH:65][C:64]=5[C:63]=4[CH:62]=[CH:61][C:60]=3[C:58]1=[O:59])[CH2:51][CH2:52][CH2:53][CH2:54][CH2:55]C)[CH2:45][CH2:46][CH2:47][CH2:48][CH3:49]>C(Cl)(Cl)Cl>[CH:50]1([N:57]2[C:58](=[O:59])[C:60]3[C:77]4[C:78]5[C:63](=[CH:62][CH:61]=3)[C:64]3[C:81]6[C:68]([CH:67]=[CH:66][CH:65]=3)=[CH:69][CH:70]=[CH:71][C:72]=6[C:73]=5[CH:74]=[CH:75][C:76]=4[C:79]2=[O:80])[CH2:51][CH2:52][CH2:53][CH2:54][CH2:55][CH2:49][CH2:48][CH2:47][CH2:46][CH2:45][CH2:44]1. Reported procedure: 190 mg (0.56 mmol) of perylene-3,4-dicarboxylic anhydride are reacted with 140 mg (1.28 mmol) of cyclododecylamine and 2.0 g of imidazole under an argon inert atmosphere as in 2c, and the reaction product is worked up. After chromatography on silica gel using chloroform, it is recrystallized by extraction with toluene. Yield 190 mg (66%), m.p. 285° C., Rf (CHCl3 /silica gel)=0.58. UV (CHCl3): λmax (ε): 454 (shoulder, 19085), 484 (32630), 507 (32015). Fluorescence (CHCl3, exc. 584 nm) λmax (Irel)... Reactants: N1C(=NC2=C1C=CC=C2)C(=O)C2=CC=C(OC=1C(=NC=CN1)C(=O)OCC)C=C2 (ethyl 3-(4-(1H-benzo[d]imidazole-2 carbonyl)phenoxy)pyrazine-2-carboxylate), [OH-].[Na+] (NaOH). Run in CO (methanol), O (water). The product is N1C(=NC2=C1C=CC=C2)C(=O)C2=CC=C(OC=1C(=NC=CN1)C(=O)O)C=C2 (3-(4-(1H-BENZO[D]IMIDAZOLE-2-CARBONYL)PHENOXY)PYRAZINE-2-CARBOXYLIC ACID). Reaction SMILES: [NH:1]1[C:5]2[CH:6]=[CH:7][CH:8]=[CH:9][C:4]=2[N:3]=[C:2]1[C:10]([C:12]1[CH:29]=[CH:28][C:15]([O:16][C:17]2[C:18]([C:23]([O:25]CC)=[O:24])=[N:19][CH:20]=[CH:21][N:22]=2)=[CH:14][CH:13]=1)=[O:11].[OH-].[Na+]>CO.O>[NH:1]1[C:5]2[CH:6]=[CH:7][CH:8]=[CH:9][C:4]=2[N:3]=[C:2]1[C:10]([C:12]1[CH:13]=[CH:14][C:15]([O:16][C:17]2[C:18]([C:23]([OH:25])=[O:24])=[N:19][CH:20]=[CH:21][N:22]=2)=[CH:28][CH:29]=1)=[O:11] |f:1.2|. Procedure: To the solution of ethyl 3-(4-(1H-benzo[d]imidazole-2 carbonyl)phenoxy)pyrazine-2-carboxylate (30 g, 77 mmol) in methanol (250 mL) was added aqueous NaOH solution (4.62 g, 115 mmol) in 50 mL of water. The reaction mixture was heated to reflux for 1 h. The reaction mixture was concentrated then diluted with water. The aqueous layer was washed with ethyl acetate and then acidified by addition of 2N HCl to pH 6. The precipitate was collected by filtration, dried to give the title compound as a ligh...